From a dataset of the Open Reaction Database (ORD), a public repository of structured organic reaction records. describe an organic reaction: reactants, conditions, products, and yield Starting materials: CCNC(=O)c1noc(-c2cc(Cl)c(OCc3ccccc3)cc2OCc2ccccc2)c1-c1cccc(Cl)c1, C1CCOC1. Yields the product CCNCc1noc(-c2cc(Cl)c(OCc3ccccc3)cc2OCc2ccccc2)c1-c1cccc(Cl)c1. RXN SMILES: [CH2:1]([CH3:2])[NH:3][C:4](=[O:5])[c:6]1[n:7][o:8][c:9](-[c:18]2[c:19]([O:33][CH2:34][c:35]3[cH:36][cH:37][cH:38][cH:39][cH:40]3)[cH:20][c:21]([O:25][CH2:26][c:27]3[cH:28][cH:29][cH:30][cH:31][cH:32]3)[c:22]([Cl:24])[cH:23]2)[c:10]1-[c:11]1[cH:12][c:13]([Cl:17])[cH:14][cH:15][cH:16]1.[CH2:41]1[O:42][CH2:43][CH2:44][CH2:45]1>>[CH2:1]([CH3:2])[NH:3][CH2:4][c:6]1[n:7][o:8][c:9](-[c:18]2[c:19]([O:33][CH2:34][c:35]3[cH:36][cH:37][cH:38][cH:39][cH:40]3)[cH:20][c:21]([O:25][CH2:26][c:27]3[cH:28][cH:29][cH:30][cH:31][cH:32]3)[c:22]([Cl:24])[cH:23]2)[c:10]1-[c:11]1[cH:12][c:13]([Cl:17])[cH:14][cH:15][cH:16]1. The reactants are O=C1CCC(=O)N1Br, O=C(OOC(=O)c1ccccc1)c1ccccc1, ClC(Cl)(Cl)Cl, COc1ccc([N+](=O)[O-])c(C)c1. Yields the product COc1ccc([N+](=O)[O-])c(CBr)c1. As a reaction SMILES: [Br:31][N:32]1[C:33](=[O:34])[CH2:35][CH2:36][C:37]1=[O:38].[C:13]([O:14][O:15][C:16](=[O:17])[c:18]1[cH:19][cH:20][cH:21][cH:22][cH:23]1)(=[O:24])[c:25]1[cH:26][cH:27][cH:28][cH:29][cH:30]1.[C:39]([Cl:40])([Cl:41])([Cl:42])[Cl:43].[CH3:1][O:2][c:3]1[cH:4][cH:5][c:6]([N+:10](=[O:11])[O-:12])[c:7]([CH3:9])[cH:8]1>>[CH3:1][O:2][c:3]1[cH:4][cH:5][c:6]([N+:10](=[O:11])[O-:12])[c:7]([CH2:9][Br:31])[cH:8]1. The reactants are COC(=O)c1cc(Br)cc(B2OC(C)(C)C(C)(C)O2)c1, Clc1ccc(Br)nc1, CC(C)NC(C)C, CN(C)C=O, O. Product: COC(=O)c1cc(Br)cc(-c2ccc(Cl)cn2)c1. As a reaction SMILES: [Br:1][c:2]1[cH:3][c:4]([C:5](=[O:6])[O:7][CH3:8])[cH:9][c:10]([B:12]2[O:13][C:14]([CH3:15])([CH3:16])[C:17]([CH3:18])([CH3:19])[O:20]2)[cH:11]1.[Br:21][c:22]1[n:23][cH:24][c:25]([Cl:28])[cH:26][cH:27]1.[CH:29]([NH:30][CH:31]([CH3:32])[CH3:33])([CH3:34])[CH3:35].[O:36]=[CH:37][N:38]([CH3:39])[CH3:40].[OH2:41]>>[Br:1][c:2]1[cH:3][c:4]([C:5](=[O:6])[O:7][CH3:8])[cH:9][c:10](-[c:22]2[n:23][cH:24][c:25]([Cl:28])[cH:26][cH:27]2)[cH:11]1. Procedure details: Potassium carbonate (2.2 g) and ethyl iodide (4.3 g) were added to a solution of bis(p-hydroxyphenyl)disulfide (2.0 g) in DMF (20 ml), and the mixture was stirred at 70° C. for 16 hours and poured into ice water (100 ml). The mixture was extracted with hexane (500 ml) and concentrated to give bis(p-ethoxyphenyl)disulfide (1.8 g, 82%). Reactants: ice water, C([O-])([O-])=O.[K+].[K+] (Potassium carbonate), C(C)I (ethyl iodide), OC1=CC=C(C=C1)SSC1=CC=C(C=C1)O (bis(p-hydroxyphenyl)disulfide), CN(C)C=O (DMF). Run at temperature 70 celsius, time 16 hour. As a reaction SMILES: [C:1](=[O:4])([O-])[O-].[K+].[K+].[CH2:7](I)[CH3:8].O[C:11]1[CH:16]=[CH:15][C:14]([S:17][S:18][C:19]2[CH:24]=[CH:23][C:22]([OH:25])=[CH:21][CH:20]=2)=[CH:13][CH:12]=1.[CH3:26]N(C=O)C>>[CH2:7]([O:25][C:22]1[CH:23]=[CH:24][C:19]([S:18][S:17][C:14]2[CH:15]=[CH:16][C:11]([O:4][CH2:1][CH3:26])=[CH:12][CH:13]=2)=[CH:20][CH:21]=1)[CH3:8] |f:0.1.2|. Yields the product C(C)OC1=CC=C(C=C1)SSC1=CC=C(C=C1)OCC (bis(p-ethoxyphenyl)disulfide). Isolated yield 82.0%. Isolated yield 12.8%. Procedure details: To a mixture of 3-chloro-7-methoxy-4-methylisoquinoline (Intermediate 15) (470 mg, 2.27 mmol), 4-carboxyphenylboronic acid (451 mg, 2.72 mmol) and K2CO3 (627 mg, 4.54 mmol) in DEGME/H2O (7 mL/1 mL) was added Pd(dppf)Cl2 (40.8 mg, 0.050 mmol) under N2 atmosphere. Then the mixture was heated to 120° C. for 16 hours. H2O (30 mL) was added, and the resulting mixture was extracted with EtOAc (15 mL×2). The aqueous layer was neutralized with 1N aqueous HCl to pH=7, extracted with EtOAc (20 mL×3). The ... The reagents and catalysts are C1=CC=C(C=C1)P([C-]2C=CC=C2)C3=CC=CC=C3.C1=CC=C(C=C1)P([C-]2C=CC=C2)C3=CC=CC=C3.Cl[Pd]Cl.[Fe+2] (Pd(dppf)Cl2). Reactants: ClC=1N=CC2=CC(=CC=C2C1C)OC (3-chloro-7-methoxy-4-methylisoquinoline), ClC=1N=CC2=CC(=CC=C2C1C)OC (3-chloro-7-methoxy-4-methylisoquinoline), C(=O)(O)C1=CC=C(C=C1)B(O)O (4-carboxyphenylboronic acid), C(=O)([O-])[O-].[K+].[K+] (K2CO3), O (H2O). The product is COC1=CC=C2C(=C(N=CC2=C1)C1=CC=C(C(=O)O)C=C1)C (4-(7-methoxy-4-methylisoquinolin-3-yl)benzoic acid). Reaction conditions: temperature 120 celsius. Run in COCCOCCO.O (DEGME H2O), CCOC(=O)C (EtOAc). RXN SMILES: Cl[C:2]1[N:3]=[CH:4][C:5]2[C:10]([C:11]=1[CH3:12])=[CH:9][CH:8]=[C:7]([O:13][CH3:14])[CH:6]=2.[C:15]([C:18]1[CH:23]=[CH:22][C:21](B(O)O)=[CH:20][CH:19]=1)([OH:17])=[O:16].C([O-])([O-])=O.[K+].[K+].O>COCCOCCO.O.C1C=CC(P(C2C=CC=CC=2)[C-]2C=CC=C2)=CC=1.C1C=CC(P(C2C=CC=CC=2)[C-]2C=CC=C2)=CC=1.Cl[Pd]Cl.[Fe+2].CCOC(C)=O>[CH3:14][O:13][C:7]1[CH:6]=[C:5]2[C:10]([C:11]([CH3:12])=[C:2]([C:21]3[CH:22]=[CH:23][C:18]([C:15]([OH:17])=[O:16])=[CH:19][CH:20]=3)[N:3]=[CH:4]2)=[CH:9][CH:8]=1 |f:2.3.4,6.7,8.9.10.11|. The reactants are C(#N)C=1C=C(C=CC1O[C@@H]1[C@H](CCC1)C1=CC=NN1C)S(=O)(=O)N(C1=NC=NC=C1)CC1=C(C=C(C=C1)OC)OC (3-cyano-N-(2,4-dimethoxybenzyl)-4-{[(1S*,2R*)-2-(1-methyl-1H-pyrazol-5-yl)cyclopentyl]oxy}-N-(pyrimidin-4-yl)benzenesulfonamide), C(C)[SiH](CC)CC (triethylsilane), FC(C(=O)O)(F)F (trifluoroacetic acid). Run in ClCCl (dichloromethane). Product: C(#N)C=1C=C(C=CC1O[C@@H]1[C@H](CCC1)C1=CC=NN1C)S(=O)(=O)NC1=NC=NC=C1 (3-Cyano-4-{[(1S*,2R*)-2-(1-methyl-1H-pyrazol-5-yl)cyclopentyl]oxy}-N-(pyrimidin-4-yl)benzenesulfonamide). The yield is 78.5%. RXN SMILES: [C:1]([C:3]1[CH:4]=[C:5]([S:21]([N:24](CC2C=CC(OC)=CC=2OC)[C:25]2[CH:30]=[CH:29][N:28]=[CH:27][N:26]=2)(=[O:23])=[O:22])[CH:6]=[CH:7][C:8]=1[O:9][C@H:10]1[CH2:14][CH2:13][CH2:12][C@@H:11]1[C:15]1[N:19]([CH3:20])[N:18]=[CH:17][CH:16]=1)#[N:2].C([SiH](CC)CC)C.FC(F)(F)C(O)=O>ClCCl>[C:1]([C:3]1[CH:4]=[C:5]([S:21]([NH:24][C:25]2[CH:30]=[CH:29][N:28]=[CH:27][N:26]=2)(=[O:23])=[O:22])[CH:6]=[CH:7][C:8]=1[O:9][C@H:10]1[CH2:14][CH2:13][CH2:12][C@@H:11]1[C:15]1[N:19]([CH3:20])[N:18]=[CH:17][CH:16]=1)#[N:2]. Reported procedure: The reaction and aftertreatment were conducted in the same manner as in Example 1b by using 3-cyano-N-(2,4-dimethoxybenzyl)-4-{[(1S*,2R*)-2-(1-methyl-1H-pyrazol-5-yl)cyclopentyl]oxy}-N-(pyrimidin-4-yl)benzenesulfonamide (91.0 mg, 0.16 mmol) prepared in Example 26b, triethylsilane (0.10 mL), trifluoroacetic acid (1.0 mL) and dichloromethane (1.0 mL), to yield the title compound (53.3 mg, 79%) as a colorless solid. Reactants: Clc1ccc(Br)cc1, O=C(c1ccccc1)c1ncc[nH]1, Cl, [Mg], N, C1CCOC1. Yields the product OC(c1ccccc1)(c1ccc(Cl)cc1)c1ncc[nH]1. Reaction SMILES: [Br:15][c:16]1[cH:17][cH:18][c:19]([Cl:22])[cH:20][cH:21]1.[C:1]([c:2]1[cH:3][cH:4][cH:5][cH:6][cH:7]1)(=[O:8])[c:9]1[nH:10][cH:11][cH:12][n:13]1.[ClH:23].[Mg:14].[NH3:24].[O:25]1[CH2:26][CH2:27][CH2:28][CH2:29]1>>[C:1]([c:2]1[cH:3][cH:4][cH:5][cH:6][cH:7]1)([OH:8])([c:9]1[n:10][cH:11][cH:12][nH:13]1)[c:16]1[cH:17][cH:18][c:19]([Cl:22])[cH:20][cH:21]1.